From a dataset of the Open Reaction Database (ORD), a public repository of structured organic reaction records. describe an organic reaction: reactants, conditions, products, and yield Reactants: CC(C)(C)c1cc2cc([N+](=O)[O-])cc(CO)c2[nH]1, CO. Product: CC(C)(C)c1cc2cc(N)cc(CO)c2[nH]1. Reaction SMILES: [C:1]([CH3:2])([CH3:3])([CH3:4])[c:5]1[nH:6][c:7]2[c:8]([CH2:17][OH:18])[cH:9][c:10]([N+:14]([O-:15])=[O:16])[cH:11][c:12]2[cH:13]1.[CH3:19][OH:20]>>[C:1]([CH3:2])([CH3:3])([CH3:4])[c:5]1[nH:6][c:7]2[c:8]([CH2:17][OH:18])[cH:9][c:10]([NH2:14])[cH:11][c:12]2[cH:13]1. Reactants: COC=1C(C(=C(C(C1OC)=O)CC=1C=CC(=C(C(=O)NC2=CC=C(C(=O)O)C=C2)C1)OC(C)=O)C)=O (N-[5-(5,6-Dimethoxy-3-methyl-1,4-benzoquinon-2-yl)methyl-2-acetoxybenzoyl]-4-aminobenzoic acid), C(O)([O-])=O.[Na+] (sodium hydrogencarbonate). Run in CO (methanol), Cl (hydrochloric acid). Yields the product COC=1C(C(=C(C(C1OC)=O)CC=1C=CC(=C(C(=O)NC2=CC=C(C(=O)O)C=C2)C1)O)C)=O (N-[5-(5,6-Dimethoxy-3-methyl-1,4-benzoquinon-2-yl)methyl-2-hydroxybenzoyl]-4-aminobenzoic acid). Yield: 76.8%. Reaction SMILES: [CH3:1][O:2][C:3]1[C:4](=[O:36])[C:5]([CH3:35])=[C:6]([CH2:12][C:13]2[CH:14]=[CH:15][C:16]([O:31]C(=O)C)=[C:17]([CH:30]=2)[C:18]([NH:20][C:21]2[CH:29]=[CH:28][C:24]([C:25]([OH:27])=[O:26])=[CH:23][CH:22]=2)=[O:19])[C:7](=[O:11])[C:8]=1[O:9][CH3:10].C(=O)([O-])O.[Na+]>CO.Cl>[CH3:1][O:2][C:3]1[C:4](=[O:36])[C:5]([CH3:35])=[C:6]([CH2:12][C:13]2[CH:14]=[CH:15][C:16]([OH:31])=[C:17]([CH:30]=2)[C:18]([NH:20][C:21]2[CH:29]=[CH:28][C:24]([C:25]([OH:27])=[O:26])=[CH:23][CH:22]=2)=[O:19])[C:7](=[O:11])[C:8]=1[O:9][CH3:10] |f:1.2|. Procedure: N-[5-(5,6-Dimethoxy-3-methyl-1,4-benzoquinon-2-yl)methyl-2-acetoxybenzoyl]-4-aminobenzoic acid (0.070 g, 0.142 mmol) was dissolved in methanol (3 ml) and after adding thereto an aqueous saturated sodium hydrogencarbonate solution (1.5 ml), the solution was stirred at room temperature for 3 hours. After the completion of reaction, the reaction solution was diluted with a 2N hydrochloric acid solution and the aqueous layer was rendered acidic (pH=1 to 2) and then extracted with ethyl acetate. The ... Run in C1(=CC=CC=C1)C (toluene). As a reaction SMILES: [C:1]([O:8][CH2:9][CH3:10])(=[O:7])[CH2:2][CH2:3][C:4]([CH3:6])=[O:5].[CH2:11](O)[CH2:12][OH:13]>C1(C)C=CC(S([O-])(=O)=O)=CC=1.[NH+]1C=CC=CC=1.C1(C)C=CC=CC=1>[CH3:6][C:4]1([CH2:3][CH2:2][C:1]([O:8][CH2:9][CH3:10])=[O:7])[O:13][CH2:12][CH2:11][O:5]1 |f:2.3|. The product is CC1(OCCO1)CCC(=O)OCC (ethyl 3-(2-methyl-1,3-dioxolan-2-yl)propanoate). The reactants are C(CCC(=O)C)(=O)OCC (ethyl levulinate), C(CO)O (ethylene glycol). Reported procedure: A mixture of ethyl levulinate (58.35 g, 400.0 mmol), ethylene glycol (75.36 g, 1.21 mol), pyridinium p-toluenesulfonate (100 mg) and toluene (200 mL) was heated at reflux under a Dean Stark trap. The trap was emptied every 15 minutes during the reaction until approximately 200 mL of reaction volatiles had been removed. The remaining toluene was removed under reduced pressure, and the resulting oil was partitioned between ethyl acetate (200 mL) and water (50 mL). The organic layer was separated a... Reagents/catalysts: C1(=CC=C(C=C1)S(=O)(=O)[O-])C.[NH+]1=CC=CC=C1 (pyridinium p-toluenesulfonate). Isolated yield 91.5%. Starting materials: CC(C(=O)O)(C)SC1=CN=C(S1)NC(=O)N(CCCCC1=CC=CC=C1)[C@@H]1CC[C@H](CC1)C (2-methyl-2-{2-[3-(trans-4-methyl-cyclohexyl)-3-(4-phenyl-butyl)-ureido]-thiazol-5-ylsulfanyl}-propionic acid), C1C(CC2=CC=CC=C12)CCO (2-indan-2-yl-ethanol), C(C)OC(CSC1=CN=C(S1)N)=O ((2-aminothiazol-5-ylsulfanyl)acetic acid ethyl ester). Yields the product C1C(CC2=CC=CC=C12)CCN(C(NC=1SC(=CN1)SCC(=O)O)=O)[C@@H]1CC[C@H](CC1)C ({2-[3-(2-Indan-2-yl-ethyl)-3-(trans-4-methyl-cyclohexyl)-ureido]-thiazol-5-ylsulfanyl}-acetic acid). Reaction SMILES: C[C:2]([S:7][C:8]1[S:12][C:11]([NH:13][C:14]([N:16]([C@H:27]2[CH2:32][CH2:31][C@H:30]([CH3:33])[CH2:29][CH2:28]2)[CH2:17][CH2:18][CH2:19][CH2:20][C:21]2[CH:26]=[CH:25][CH:24]=[CH:23][CH:22]=2)=[O:15])=[N:10][CH:9]=1)(C)[C:3]([OH:5])=[O:4].[CH2:34]1C2C(=CC=CC=2)CC1CCO.C(OC(=O)CSC1SC(N)=NC=1)C>>[CH2:20]1[C:21]2[C:26](=[CH:25][CH:24]=[CH:23][CH:22]=2)[CH2:34][CH:19]1[CH2:18][CH2:17][N:16]([C@H:27]1[CH2:28][CH2:29][C@H:30]([CH3:33])[CH2:31][CH2:32]1)[C:14](=[O:15])[NH:13][C:11]1[S:12][C:8]([S:7][CH2:2][C:3]([OH:5])=[O:4])=[CH:9][N:10]=1. Reported procedure: The compound was prepared following an analogous procedure to the one described for the synthesis of 2-methyl-2-{2-[3-(trans-4-methyl-cyclohexyl)-3-(4-phenyl-butyl)-ureido]-thiazol-5-ylsulfanyl}-propionic acid using 2-indan-2-yl-ethanol and (2-aminothiazol-5-ylsulfanyl)acetic acid ethyl ester Reactants: CCCCCCC(C)(C)c1ccc(C2=C(C)CCC3(C2)OCCO3)c(O)c1, CO, O=C(O)C(=O)O. The product is CCCCCCC(C)(C)c1ccc(C2=C(C)CCC(=O)C2)c(O)c1. Reaction SMILES: [CH2:1]1[O:2][C:4]2([O:3][CH2:27]1)[CH2:5][C:6]([c:11]1[c:12]([OH:26])[cH:13][c:14]([C:17]([CH2:18][CH2:19][CH2:20][CH2:21][CH2:22][CH3:23])([CH3:24])[CH3:25])[cH:15][cH:16]1)=[C:7]([CH3:10])[CH2:8][CH2:9]2.[CH3:34][OH:35].[OH:28][C:29]([C:30](=[O:31])[OH:32])=[O:33]>>[O:3]=[C:4]1[CH2:5][C:6]([c:11]2[c:12]([OH:26])[cH:13][c:14]([C:17]([CH2:18][CH2:19][CH2:20][CH2:21][CH2:22][CH3:23])([CH3:24])[CH3:25])[cH:15][cH:16]2)=[C:7]([CH3:10])[CH2:8][CH2:9]1. The reactants are O=C1CCC(=O)N1Br, CCCS(=O)(=O)Nc1ccc(F)c(C(=O)Nc2cnc3[nH]c(-c4cccc(Cl)c4)cc3c2)c1F, ClC(Cl)Cl, CCCS(=O)(=O)Nc1ccc(F)c(C(=O)Nc2cnc3[nH]c(-c4ccccc4)cc3c2)c1F, CN(C)C=O. As a reaction SMILES: [Br:1][N:2]1[C:3](=[O:4])[CH2:5][CH2:6][C:7]1=[O:8].[Cl:14][c:15]1[cH:16][c:17](-[c:21]2[cH:22][c:23]3[c:24]([n:25][cH:26][c:27]([NH:29][C:30]([c:31]4[c:32]([F:45])[c:33]([NH:38][S:39](=[O:40])(=[O:41])[CH2:42][CH2:43][CH3:44])[cH:34][cH:35][c:36]4[F:37])=[O:46])[cH:28]3)[nH:47]2)[cH:18][cH:19][cH:20]1.[Cl:81][CH:82]([Cl:83])[Cl:84].[F:48][c:49]1[c:50]([NH:51][S:52]([CH2:53][CH2:54][CH3:55])(=[O:56])=[O:57])[cH:58][cH:59][c:60]([F:61])[c:62]1[C:63]([NH:64][c:65]1[cH:66][c:67]2[cH:68][c:69](-[c:70]3[cH:71][cH:72][cH:73][cH:74][cH:75]3)[nH:76][c:77]2[n:78][cH:79]1)=[O:80].[O:9]=[CH:10][N:11]([CH3:12])[CH3:13]>>[Cl:14][c:15]1[cH:16][c:17](-[c:21]2[c:22]([Cl:81])[c:23]3[c:24]([n:25][cH:26][c:27]([NH:29][C:30]([c:31]4[c:32]([F:45])[c:33]([NH:38][S:39](=[O:40])(=[O:41])[CH2:42][CH2:43][CH3:44])[cH:34][cH:35][c:36]4[F:37])=[O:46])[cH:28]3)[nH:47]2)[cH:18][cH:19][cH:20]1. Product: CCCS(=O)(=O)Nc1ccc(F)c(C(=O)Nc2cnc3[nH]c(-c4cccc(Cl)c4)c(Cl)c3c2)c1F. Reactants: c2ccc1ocnc1c2 (effective_coupling_partner), CC(C)(C)C(=O)Oc1ccccc1 (substrate). The reagents and catalysts are dcype. Reaction conditions: temperature 120 celsius, time 12 hour. Product: c3ccc(c2nc1ccccc1o2)cc3. Reactants: B, COc1ccc(Br)c(C(=O)O)c1, O=C([O-])O, C1CCOC1, [Na+]. The product is COc1ccc(Br)c(CO)c1. Reaction SMILES: [BH3:13].[Br:1][c:2]1[c:3]([C:4](=[O:5])[OH:6])[cH:7][c:8]([O:11][CH3:12])[cH:9][cH:10]1.[C:14](=[O:15])([OH:16])[O-:17].[CH2:19]1[O:20][CH2:21][CH2:22][CH2:23]1.[Na+:18]>>[Br:1][c:2]1[c:3]([CH2:4][OH:5])[cH:7][c:8]([O:11][CH3:12])[cH:9][cH:10]1.